Dataset: the Open Reaction Database (ORD), a public repository of structured organic reaction records. Task: describe an organic reaction: reactants, conditions, products, and yield Reactants: C(C1=CC=CC=C1)[C@@H]1N(C(OC1)=O)C([C@H](CC1=C(C=C(C=C1)OCC1=CC=CC=C1)C)OCC)=O ((S)-4-benzyl-3-[(2S)-3-(4-benzyloxy-2-methyl-phenyl)-2-ethoxy-propionyl]-oxazolidin-2-one). Reagents/catalysts: [Pd] (palladium on charcoal). The product is C(C1=CC=CC=C1)[C@@H]1N(C(OC1)=O)C([C@H](CC1=C(C=C(C=C1)O)C)OCC)=O ((S)-4-Benzyl-3-[(2S)-2-ethoxy-3-(4-hydroxy-2-methyl-phenyl)-propionyl]-oxazolidin-2-one). As a reaction SMILES: [CH2:1]([C@H:8]1[CH2:12][O:11][C:10](=[O:13])[N:9]1[C:14](=[O:35])[C@@H:15]([O:32][CH2:33][CH3:34])[CH2:16][C:17]1[CH:22]=[CH:21][C:20]([O:23]CC2C=CC=CC=2)=[CH:19][C:18]=1[CH3:31])[C:2]1[CH:7]=[CH:6][CH:5]=[CH:4][CH:3]=1>[Pd]>[CH2:1]([C@H:8]1[CH2:12][O:11][C:10](=[O:13])[N:9]1[C:14](=[O:35])[C@@H:15]([O:32][CH2:33][CH3:34])[CH2:16][C:17]1[CH:22]=[CH:21][C:20]([OH:23])=[CH:19][C:18]=1[CH3:31])[C:2]1[CH:3]=[CH:4][CH:5]=[CH:6][CH:7]=1. Procedure details: In analogy to the procedure described in example 1 d], (S)-4-benzyl-3-[(2S)-3-(4-benzyloxy-2-methyl-phenyl)-2-ethoxy-propionyl]-oxazolidin-2-one was hydrogenated over 10% palladium on charcoal to give the title compound as yellow liquid.